Dataset: the Open Reaction Database (ORD), a public repository of structured organic reaction records. Task: describe an organic reaction: reactants, conditions, products, and yield Reactants: Cl (HCl), S1C(=CC=C1)CC(=O)NC1[C@@H]2N(C(C(=C(S2)C)COC=O)C(=O)OC(C2=CC=CC=C2)C2=CC=CC=C2)C1=O (diphenylmethyl 7-(2-thienylacetamido)-2-methyl-3-formyloxymethylceph-2-em-4-carboxylate), CCOC(=O)C (AcOEt), O (H2O). The solvent is CN(C)C=O (DMF). Reaction conditions: time 20 hour. Product: S1C(=CC=C1)CC(=O)NC1[C@@H]2N(C(C(=C(S2)C)CO)C(=O)OC(C2=CC=CC=C2)C2=CC=CC=C2)C1=O (diphenylmethyl 7-(2-thienylacetamido)-2-methyl-3-hydroxymethylceph-2-em-4-carboxylate). The yield is 51.2%. Reaction SMILES: Cl.[S:2]1[CH:6]=[CH:5][CH:4]=[C:3]1[CH2:7][C:8]([NH:10][CH:11]1[C:39](=[O:40])[N:13]2[CH:14]([C:23]([O:25][CH:26]([C:33]3[CH:38]=[CH:37][CH:36]=[CH:35][CH:34]=3)[C:27]3[CH:32]=[CH:31][CH:30]=[CH:29][CH:28]=3)=[O:24])[C:15]([CH2:19][O:20]C=O)=[C:16]([CH3:18])[S:17][C@H:12]12)=[O:9].CCOC(C)=O.O>CN(C=O)C>[S:2]1[CH:6]=[CH:5][CH:4]=[C:3]1[CH2:7][C:8]([NH:10][CH:11]1[C:39](=[O:40])[N:13]2[CH:14]([C:23]([O:25][CH:26]([C:27]3[CH:32]=[CH:31][CH:30]=[CH:29][CH:28]=3)[C:33]3[CH:34]=[CH:35][CH:36]=[CH:37][CH:38]=3)=[O:24])[C:15]([CH2:19][OH:20])=[C:16]([CH3:18])[S:17][C@H:12]12)=[O:9]. Procedure details: A 22.8 ml portion of 2N HCl was added to a solution of 30 g of diphenylmethyl 7-(2-thienylacetamido)-2-methyl-3-formyloxymethylceph-2-em-4-carboxylate in 100 ml of DMF, and the mixture was stirred at room temperature for 20 hours. AcOEt and H2O were added to the reaction solution to separate out the AcOEt layer. The AcOEt layer was washed with 5% aqueous NaHCO3 solution and with saturated aqueous NaCl solution, and dried over Na2SO4, followed by distilling off the AcOEt under reduced pressure. T... Reactants: O=C=NCCCCCBr, Cc1ccccc1, COC(=O)c1cscc1N. Product: COC(=O)c1cscc1NC(=O)NCCCCCBr. RXN SMILES: [Br:11][CH2:12][CH2:13][CH2:14][CH2:15][CH2:16][N:17]=[C:18]=[O:19].[CH3:20][c:21]1[cH:22][cH:23][cH:24][cH:25][cH:26]1.[NH2:1][c:2]1[c:3]([C:7](=[O:8])[O:9][CH3:10])[cH:4][s:5][cH:6]1>>[NH:1]([c:2]1[c:3]([C:7](=[O:8])[O:9][CH3:10])[cH:4][s:5][cH:6]1)[C:18]([NH:17][CH2:16][CH2:15][CH2:14][CH2:13][CH2:12][Br:11])=[O:19]. Reactants: C(CC(=O)OC)(=O)OC (dimethyl malonate), FC1=CC=C(N)C=C1 (4-fluoroaniline). Reaction conditions: temperature 200 celsius. The product is FC1=CC=C(C=C1)NC(CC(=O)NC1=CC=C(C=C1)F)=O (N,N′-bis(4-fluorophenyl)malonamide). As a reaction SMILES: [C:1]([O:8]C)(=O)[CH2:2][C:3](OC)=[O:4].[F:10][C:11]1[CH:17]=[CH:16][C:14]([NH2:15])=[CH:13][CH:12]=1>>[F:10][C:11]1[CH:17]=[CH:16][C:14]([NH:15][C:1](=[O:8])[CH2:2][C:3]([NH:15][C:14]2[CH:16]=[CH:17][C:11]([F:10])=[CH:12][CH:13]=2)=[O:4])=[CH:13][CH:12]=1. Procedure details: A mixture of dimethyl malonate (0.5 g, 3.78 mmol) and 4-fluoroaniline (0.93 g, 8.33 mmol) was heated neat to 200° C. for 20 min in the microwave system. After cooling, the solid was filtered and washed with ethyl acetate to provide the desired malonamide which was used without further purification. MS: Cal'd (MH+) 291, exp (MH+) 291. Starting materials: CC(=O)O, O=Cc1ccc(C(=O)O)s1, ClCCl, CC(Cl)Cl, Cn1nnc(N(Cc2cc(C(F)(F)F)cc(C(F)(F)F)c2)C2CCCNc3cc4c(cc32)COC4)n1. Product: Cn1nnc(N(Cc2cc(C(F)(F)F)cc(C(F)(F)F)c2)C2CCCN(Cc3ccc(C(=O)O)s3)c3cc4c(cc32)COC4)n1. Reaction SMILES: [CH3:47][C:48](=[O:49])[OH:50].[CH:37](=[O:38])[c:39]1[cH:40][cH:41][c:42]([C:44](=[O:45])[OH:46])[s:43]1.[Cl:51][CH2:52][Cl:53].[Cl:54][CH:55]([Cl:56])[CH3:57].[F:1][C:2]([c:3]1[cH:4][c:5]([CH2:6][N:7]([c:8]2[n:9][n:10][n:11]([CH3:13])[n:12]2)[CH:14]2[CH2:15][CH2:16][CH2:17][NH:18][c:19]3[c:20]2[cH:21][c:22]2[c:26]([cH:27]3)[CH2:25][O:24][CH2:23]2)[cH:28][c:29]([C:31]([F:32])([F:33])[F:34])[cH:30]1)([F:35])[F:36]>>[F:1][C:2]([c:3]1[cH:4][c:5]([CH2:6][N:7]([c:8]2[n:9][n:10][n:11]([CH3:13])[n:12]2)[CH:14]2[CH2:15][CH2:16][CH2:17][N:18]([CH2:37][c:39]3[cH:40][cH:41][c:42]([C:44](=[O:45])[OH:46])[s:43]3)[c:19]3[c:20]2[cH:21][c:22]2[c:26]([cH:27]3)[CH2:25][O:24][CH2:23]2)[cH:28][c:29]([C:31]([F:32])([F:33])[F:34])[cH:30]1)([F:35])[F:36]. Reactants: C(\C=C\CCCCCCC)(=O)O (trans-2-decenoic acid), C(C)N(CCNCCN(CC)CC)CC (N-(2-(diethylamino)ethyl)-N′,N′ diethylethane-1,2-diamine). The product is C(C)N(CCN(C(\C=C\CCCCCCC)=O)CCN(CC)CC)CC ((E)-N,N-bis(2-(diethylamino)ethyl) dec-2-enamide). Reaction SMILES: [C:1]([OH:12])(=O)/[CH:2]=[CH:3]/[CH2:4][CH2:5][CH2:6][CH2:7][CH2:8][CH2:9][CH3:10].[CH2:13]([N:15]([CH2:26][CH3:27])[CH2:16][CH2:17][NH:18][CH2:19][CH2:20][N:21]([CH2:24][CH3:25])[CH2:22][CH3:23])[CH3:14]>>[CH2:24]([N:21]([CH2:22][CH3:23])[CH2:20][CH2:19][N:18]([CH2:17][CH2:16][N:15]([CH2:26][CH3:27])[CH2:13][CH3:14])[C:1](=[O:12])/[CH:2]=[CH:3]/[CH2:4][CH2:5][CH2:6][CH2:7][CH2:8][CH2:9][CH3:10])[CH3:25]. Reported procedure: The same operation as in Example 1-1 or 1-2 was carried out using trans-2-decenoic acid and N-(2-(diethylamino)ethyl)-N′,N′ diethylethane-1,2-diamine as starting materials to give the aimed compound. The product is FC1=C(C=CC(=C1)C)C1=C(C=O)C=CC=C1 (2-(2-fluoro4-methylphenyl)benzaldehyde). The reactants are C=1(C(=CC=CC1)CCO)C (toluene-ethanol), BrC1=C(C=C(C=C1)C)F (4-bromo-3-fluorotoluene), C(=O)C1=C(C=CC=C1)B(O)O (2-formylbenzeneboronic acid), C([O-])([O-])=O.[Na+].[Na+] (sodium carbonate). RXN SMILES: Br[C:2]1[CH:7]=[CH:6][C:5]([CH3:8])=[CH:4][C:3]=1[F:9].[CH:10]([C:12]1[CH:17]=[CH:16][CH:15]=[CH:14][C:13]=1B(O)O)=[O:11].C(=O)([O-])[O-].[Na+].[Na+].C1(C)C(CCO)=CC=CC=1>C(Cl)Cl.[Pd].C1(P(C2C=CC=CC=2)C2C=CC=CC=2)C=CC=CC=1.C1(P(C2C=CC=CC=2)C2C=CC=CC=2)C=CC=CC=1.C1(P(C2C=CC=CC=2)C2C=CC=CC=2)C=CC=CC=1.C1(P(C2C=CC=CC=2)C2C=CC=CC=2)C=CC=CC=1>[F:9][C:3]1[CH:4]=[C:5]([CH3:8])[CH:6]=[CH:7][C:2]=1[C:13]1[CH:14]=[CH:15][CH:16]=[CH:17][C:12]=1[CH:10]=[O:11] |f:2.3.4,7.8.9.10.11|. Reagents/catalysts: [Pd].C1(=CC=CC=C1)P(C1=CC=CC=C1)C1=CC=CC=C1.C1(=CC=CC=C1)P(C1=CC=CC=C1)C1=CC=CC=C1.C1(=CC=CC=C1)P(C1=CC=CC=C1)C1=CC=CC=C1.C1(=CC=CC=C1)P(C1=CC=CC=C1)C1=CC=CC=C1 (tetrakis(triphenylphosphine)-palladium (0)). The yield is 71.5%. The solvent is C(Cl)Cl (methylene chloride). Run at temperature 100 celsius. Procedure details: A mixture of 2 g of 4-bromo-3-fluorotoluene, 1.75 g of 2-formylbenzeneboronic acid, 0.36 g of tetrakis(triphenylphosphine)-palladium (0) and 11.6 ml of 2N aqueous sodium carbonate, in 50 ml of a 9:1 mixture of toluene-ethanol was heated to 100° C. for 3 h. The mixture was cooled to room temperature, diluted with 100 ml of methylene chloride and washed with 50 ml of 5% sodium bicarbonate containing 5 ml of 0.880 ammonia. The organic layer was dried over sodium sulfate and evaporated to dryness un... Starting materials: Cl.Cl.ClCCN(C1=CC=C(C=C1)N)CCCl (N,N-bis(2-chloroethyl)benzene-1,4-diamine dihydrochloride), O=C(OC(Cl)(Cl)Cl)Cl (diphosgene). Run in C1CCOC1 (THF). Run at time 30 minute. Product: Cl.ClCCN(CCCl)C1=CC=C(C=C1)NC(=O)Cl (p-[(N,N-bis(2-chloroethyl)amino)]phenylcarbamoyl chloride hydrochloride). RXN SMILES: Cl.Cl.[Cl:3][CH2:4][CH2:5][N:6]([CH2:14][CH2:15][Cl:16])[C:7]1[CH:12]=[CH:11][C:10]([NH2:13])=[CH:9][CH:8]=1.O=C(Cl)[O:19][C:20](Cl)(Cl)[Cl:21]>C1COCC1>[ClH:3].[Cl:3][CH2:4][CH2:5][N:6]([C:7]1[CH:12]=[CH:11][C:10]([NH:13][C:20]([Cl:21])=[O:19])=[CH:9][CH:8]=1)[CH2:14][CH2:15][Cl:16] |f:0.1.2,5.6|. Reported procedure: To a suspension of N,N-bis(2-chloroethyl)benzene-1,4-diamine hydrochloride (37) (0.306 g, 1.0 mmol) in dry THF (25 mL) was added dropwise a solution of diphosgene (197 mg, 1.2 mmol) in an ice bath with vigorous stirring. After being stirred for 30 min, it formed the known crude p-[(N,N-bis(2-chloroethyl)amino)]phenylcarbamoyl chloride hydrochloride (38). The reaction mixture was then neutralized by adding Et3N (0.5 mL), continuously stirred for 10 min, filtered through a pad of Celite and washed... The reactants are C(CCC)(=O)OCC (ethyl butanoate), C(C(=O)OCC)(=O)OCC (diethyl ethanedioate), C(C)(=O)O (acetic acid), C(C)(C)[N-]C(C)C.[Li+] (lithium diisopropylamide). The solvent is C1CCOC1 (THF), O (water), C1CCOC1 (THF), C1CCOC1 (THF). Reaction conditions: temperature -75 celsius, time 1 hour. Yields the product C(C)C(C(=O)OCC)C(C(=O)OCC)=O (diethyl 2-ethyl-3-oxosuccinate). Reaction SMILES: C([N-]C(C)C)(C)C.[Li+].[C:9]([O:14][CH2:15][CH3:16])(=[O:13])[CH2:10][CH2:11][CH3:12].[C:17](OCC)(=[O:23])[C:18]([O:20][CH2:21][CH3:22])=[O:19].C(O)(=O)C>C1COCC1.O>[CH2:11]([CH:10]([C:17](=[O:23])[C:18]([O:20][CH2:21][CH3:22])=[O:19])[C:9]([O:14][CH2:15][CH3:16])=[O:13])[CH3:12] |f:0.1|. Procedure: 27.8 mL of lithium diisopropylamide (50.0 mmol, 1.00 eq, 1.8 M in THF/heptane/ethylbenzene) were dissolved in 50 mL of dry THF and an argon atmosphere and cooled to −75° C. 6.64 mL of ethyl butanoate (50.0 mmol, 1.00 eq) were dissolved in 25 mL of dry THF and added to the previous solution at a bath temperature of −60 to −75° C. and stirred for an additional 1 h at a bath temperature of −75° C. 6.92 mL of diethyl ethanedioate (51.0 mmol, 1.02 eq) were dissolved in 25 mL of dry THF and added to t... Starting materials: O=C1C=C(NC=C1OCC1=CC=CC=C1)C(=O)NN1C(N(CC1)C(=O)NN)=O (3-[[[1,4-Dihydro-4-oxo-5-(phenylmethoxy)-2pyridinyl]carbonyl]amino]-2-oxo-1-imidazolidinecarboxylic acid, hydrazide), [H][H] (hydrogen), C[Si](C)(C)C(C(=O)N)[Si](C)(C)C (bis-trimethylsilylacetamide). Reagents/catalysts: [Pd] (palladium on charcoal). Run in C(C)#N (acetonitrile). Conditions: time 1 hour. Yields the product OC=1C(C=C(NC1)C(=O)NN1C(N(CC1)C(=O)NN)=O)=O (3-[[(1,4-Dihydro-5-hydroxy-4-oxo-2-pyridinyl)carbonyl]amino]-2-oxo-1-imidazolidinecarboxylic acid, hydrazide). The yield is 52.4%. RXN SMILES: [O:1]=[C:2]1[C:7]([O:8]CC2C=CC=CC=2)=[CH:6][NH:5][C:4]([C:16]([NH:18][N:19]2[CH2:23][CH2:22][N:21]([C:24]([NH:26][NH2:27])=[O:25])[C:20]2=[O:28])=[O:17])=[CH:3]1.C[Si](C([Si](C)(C)C)C(N)=O)(C)C.[H][H]>C(#N)C.[Pd]>[OH:8][C:7]1[C:2](=[O:1])[CH:3]=[C:4]([C:16]([NH:18][N:19]2[CH2:23][CH2:22][N:21]([C:24]([NH:26][NH2:27])=[O:25])[C:20]2=[O:28])=[O:17])[NH:5][CH:6]=1. Procedure: 3-[[[1,4-Dihydro-4-oxo-5-(phenylmethoxy)-2pyridinyl]carbonyl]amino]-2-oxo-1-imidazolidinecarboxylic acid, hydrazide (21.9 g) was suspended in 250 ml of acetonitrile. To the suspension was added 75 ml of bis-trimethylsilylacetamide and the mixture was stirred to form a solution. To the solution was added 10 g of palladium on charcoal (10%) and hydrogen was passed through the vigorously stirred mixture. The debenzylation was complete after 1 hour. After filtration, 15 ml of methanol and 10 drops o... Starting materials: BrC=1C=C(NC1)C(=O)C1=C(C=CC(=C1)[N+](=O)[O-])Cl ((4-bromo-1H-pyrrol-2-yl)-(2-chloro-5-nitro-phenyl)-methanone), O.NN (hydrazine hydrate). Run in C1(=CC=CC=C1)C (toluene), CN1C(CCC1)=O (1-methyl-2-pyrrolidinone). Conditions: temperature 110 celsius. The product is BrC=1C=C(NC1)C1=NNC2=CC=C(C=C12)[N+](=O)[O-] (3-(4-Bromo-1H-pyrrol-2-yl)-5-nitro-1H-indazole). As a reaction SMILES: [Br:1][C:2]1[CH:3]=[C:4]([C:7]([C:9]2[CH:14]=[C:13]([N+:15]([O-:17])=[O:16])[CH:12]=[CH:11][C:10]=2Cl)=O)[NH:5][CH:6]=1.O.[NH2:20][NH2:21]>C1(C)C=CC=CC=1.CN1CCCC1=O>[Br:1][C:2]1[CH:3]=[C:4]([C:7]2[C:9]3[C:10](=[CH:11][CH:12]=[C:13]([N+:15]([O-:17])=[O:16])[CH:14]=3)[NH:21][N:20]=2)[NH:5][CH:6]=1 |f:1.2|. Procedure details: A mixture of (4-bromo-1H-pyrrol-2-yl)-(2-chloro-5-nitro-phenyl)-methanone (400 mg) and hydrazine hydrate (0.4 mL) in toluene (6 mL) and 1-methyl-2-pyrrolidinone (1.5 mL) was heated at 110° C. for 1 hour. The reaction was concentrated, the residue was triturated with 10% ethyl acetate in DCM to give 210 mg of the titled compound as an orange solid.